Dataset: the Open Reaction Database (ORD), a public repository of structured organic reaction records. Task: describe an organic reaction: reactants, conditions, products, and yield Starting materials: Cn1ncc2cc(NC(=O)Nc3cccc(Oc4ccnc(C(=O)O)c4)c3)ccc21, CCN=C=NCCCN(C)C, CN1CCOCC1, Cl, NCCN1CCCCC1, CN(C)C=O, On1nnc2ccccc21. Yields the product Cn1ncc2cc(NC(=O)Nc3cccc(Oc4ccnc(C(=O)NCCN5CCCCC5)c4)c3)ccc21. As a reaction SMILES: [CH3:1][n:2]1[n:3][cH:4][c:5]2[cH:6][c:7]([NH:11][C:12](=[O:13])[NH:14][c:15]3[cH:16][c:17]([O:18][c:19]4[cH:20][c:21]([C:25](=[O:26])[OH:27])[n:22][cH:23][cH:24]4)[cH:28][cH:29][cH:30]3)[cH:8][cH:9][c:10]12.[CH3:51][N:52]([CH3:53])[CH2:54][CH2:55][CH2:56][N:57]=[C:58]=[N:59][CH2:60][CH3:61].[CH3:62][N:63]1[CH2:64][CH2:65][O:66][CH2:67][CH2:68]1.[ClH:50].[NH2:31][CH2:32][CH2:33][N:34]1[CH2:35][CH2:36][CH2:37][CH2:38][CH2:39]1.[O:69]=[CH:70][N:71]([CH3:72])[CH3:73].[OH:40][n:41]1[c:42]2[cH:43][cH:44][cH:45][cH:46][c:47]2[n:48][n:49]1>>[CH3:1][n:2]1[n:3][cH:4][c:5]2[cH:6][c:7]([NH:11][C:12](=[O:13])[NH:14][c:15]3[cH:16][c:17]([O:18][c:19]4[cH:20][c:21]([C:25](=[O:27])[NH:31][CH2:32][CH2:33][N:34]5[CH2:35][CH2:36][CH2:37][CH2:38][CH2:39]5)[n:22][cH:23][cH:24]4)[cH:28][cH:29][cH:30]3)[cH:8][cH:9][c:10]12.